This data is from the Open Reaction Database (ORD), a public repository of structured organic reaction records. The task is: describe an organic reaction: reactants, conditions, products, and yield Reactants: O=C([O-])[O-], CN(C)C=O, [Cl-], CC#CCOc1cc(Cl)ncn1, Oc1cccc(F)c1, [K+], [K+], [NH4+]. Yields the product CC#CCOc1cc(Oc2cccc(F)c2)ncn1. RXN SMILES: [C:13](=[O:14])([O-:15])[O-:16].[CH3:29][N:30]([CH3:31])[CH:32]=[O:33].[Cl-:27].[Cl:1][c:2]1[n:3][cH:4][n:5][c:6]([O:8][CH2:9][C:10]#[C:11][CH3:12])[cH:7]1.[F:19][c:20]1[cH:21][c:22]([OH:26])[cH:23][cH:24][cH:25]1.[K+:17].[K+:18].[NH4+:28]>>[c:2]1([O:26][c:22]2[cH:21][c:20]([F:19])[cH:25][cH:24][cH:23]2)[n:3][cH:4][n:5][c:6]([O:8][CH2:9][C:10]#[C:11][CH3:12])[cH:7]1. Reactants: C1CCOC1, CO, CC(C)(C)OC(=O)c1cc2cc([N+](=O)[O-])ccc2[nH]1. Product: CC(C)(C)OC(=O)c1cc2cc(N)ccc2[nH]1. Reaction SMILES: [CH2:22]1[O:23][CH2:24][CH2:25][CH2:26]1.[CH3:20][OH:21].[N+:1]([O-:2])(=[O:3])[c:4]1[cH:5][c:6]2[cH:7][c:8]([C:13](=[O:14])[O:15][C:16]([CH3:17])([CH3:18])[CH3:19])[nH:9][c:10]2[cH:11][cH:12]1>>[NH2:1][c:4]1[cH:5][c:6]2[cH:7][c:8]([C:13](=[O:14])[O:15][C:16]([CH3:17])([CH3:18])[CH3:19])[nH:9][c:10]2[cH:11][cH:12]1. Starting materials: [Br-], CCc1ccc([Mg+])cc1, C1CCOC1, COc1ccccc1C=O, [Cl-], [NH4+]. The product is CCc1ccc(C(O)c2ccccc2OC)cc1. Reaction SMILES: [Br-:11].[CH2:12]([CH3:13])[c:14]1[cH:15][cH:16][c:17]([Mg+:20])[cH:18][cH:19]1.[CH2:23]1[O:24][CH2:25][CH2:26][CH2:27]1.[CH:1]([c:2]1[c:3]([O:8][CH3:9])[cH:4][cH:5][cH:6][cH:7]1)=[O:10].[Cl-:21].[NH4+:22]>>[CH:1]([c:2]1[c:3]([O:8][CH3:9])[cH:4][cH:5][cH:6][cH:7]1)([OH:10])[c:17]1[cH:16][cH:15][c:14]([CH2:12][CH3:13])[cH:19][cH:18]1.